This data is from the Open Reaction Database (ORD), a public repository of structured organic reaction records. The task is: describe an organic reaction: reactants, conditions, products, and yield The reactants are NC1=C(C=C(C=C1)C(C(=O)OCC)(C)C)Br (ethyl 2-(4-amino-3-bromophenyl)-2-methylpropionate), N(=O)[O-].[Na+] (sodium nitrite). Run in Cl (hydrochloric acid), O (water). Run at time 30 minute. The product is BrC=1C=C(C=CC1NN)C(C(=O)OCC)(C)C (Ethyl 2-(3-bromo-4-hydrazinophenyl)-2-methylpropionate). Reaction SMILES: [NH2:1][C:2]1[CH:7]=[CH:6][C:5]([C:8]([CH3:15])([CH3:14])[C:9]([O:11][CH2:12][CH3:13])=[O:10])=[CH:4][C:3]=1[Br:16].[N:17]([O-])=O.[Na+]>Cl.O>[Br:16][C:3]1[CH:4]=[C:5]([C:8]([CH3:15])([CH3:14])[C:9]([O:11][CH2:12][CH3:13])=[O:10])[CH:6]=[CH:7][C:2]=1[NH:1][NH2:17] |f:1.2|. Procedure: A solution of 0.091 g of ethyl 2-(4-amino-3-bromophenyl)-2-methylpropionate in 0.32 mL of concentrated hydrochloric acid was stirred at −10 to −5° C. in an ice-acetone bath as a solution of 0.023 g of sodium nitrite in 0.20 mL of water was added dropwise over about 15 minutes. Stirring was continued at this temperature for an additional 30 minutes. Next, the supernatant was removed by syringe and added dropwise over 10 minutes to a solution of 0.36 g of stannous chloride dihydrate in 0.25 mL of ... Reactants: ClCCl, CO, COC(=O)n1ncc2c(NC(=O)NCc3ccc(Cl)c(Cl)c3)cccc21, [K+], [OH-], O. The product is O=C(NCc1ccc(Cl)c(Cl)c1)Nc1cccc2[nH]ncc12. As a reaction SMILES: [CH2:29]([Cl:30])[Cl:31].[CH3:33][OH:34].[Cl:1][c:2]1[cH:3][c:4]([CH2:5][NH:6][C:7](=[O:8])[NH:9][c:10]2[c:11]3[cH:12][n:13][n:14]([C:19]([O:20][CH3:21])=[O:22])[c:15]3[cH:16][cH:17][cH:18]2)[cH:23][cH:24][c:25]1[Cl:26].[K+:28].[OH-:27].[OH2:32]>>[Cl:1][c:2]1[cH:3][c:4]([CH2:5][NH:6][C:7](=[O:8])[NH:9][c:10]2[c:11]3[cH:12][n:13][nH:14][c:15]3[cH:16][cH:17][cH:18]2)[cH:23][cH:24][c:25]1[Cl:26]. Starting materials: O.O.O.O.O.O.O.[Cl-].[Ce+3].[Cl-].[Cl-] (cerium(III) chloride heptahydrate), [Si](C)(C)(C(C)(C)C)OC[C@H]1N(CC(C=C1C)=O)C(=O)OC(C)(C)C ((S)-tert-butyl 2-((tert-butyldimethylsilyloxy)methyl)-3-methyl-5-oxo-5,6-dihydropyridine-1(2H)-carboxylate), [Si](C)(C)(C(C)(C)C)OC[C@H]1N(CC(C=C1C)=O)C(=O)OC(C)(C)C ((S)-tert-butyl 2-((tert-butyldimethylsilyloxy)methyl)-3-methyl-5-oxo-5,6-dihydropyridine-1(2H)-carboxylate), [BH4-].[Na+] (sodium tetrahydroborate). Run in CO (MeOH). Conditions: time 1 hour. Product: [Si](C)(C)(C(C)(C)C)OC[C@H]1N(C[C@H](C=C1C)O)C(=O)OC(C)(C)C ((2S,5S)-tert-butyl 2-((tert-butyldimethylsilyloxy)methyl)-5-hydroxy-3-methyl-5,6-dihydropyridine-1(2H)-carboxylate). The yield is 89.8%. RXN SMILES: O.O.O.O.O.O.O.[Cl-].[Ce+3].[Cl-].[Cl-].[Si:12]([O:19][CH2:20][C@@H:21]1[C:26]([CH3:27])=[CH:25][C:24](=[O:28])[CH2:23][N:22]1[C:29]([O:31][C:32]([CH3:35])([CH3:34])[CH3:33])=[O:30])([C:15]([CH3:18])([CH3:17])[CH3:16])([CH3:14])[CH3:13].[BH4-].[Na+]>CO>[Si:12]([O:19][CH2:20][C@@H:21]1[C:26]([CH3:27])=[CH:25][C@H:24]([OH:28])[CH2:23][N:22]1[C:29]([O:31][C:32]([CH3:35])([CH3:34])[CH3:33])=[O:30])([C:15]([CH3:18])([CH3:16])[CH3:17])([CH3:14])[CH3:13] |f:0.1.2.3.4.5.6.7.8.9.10,12.13|. Reported procedure: To a stirred solution of cerium(III) chloride heptahydrate (6.36 g, 17.07 mmol) and (S)-tert-butyl 2-((tert-butyldimethylsilyloxy)methyl)-3-methyl-5-oxo-5,6-dihydropyridine-1(2H)-carboxylate (Intermediate 78, 6.07 g, 17.07 mmol) in MeOH (100 mL) at 0° C., sodium tetrahydroborate (0.646 g, 17.07 mmol) was added as a solid. The mixture was stirred at ambient temp for 1 h. The mixture was concentrated and diluted with NH4Cl(aq), H2O and extracted with ether. The ether layer was separated and washed... Starting materials: [Cl-].[NH4+] (ammonium chloride), CO (methanol), C[S-].[Na+] (sodium methanethiolate), C1(=CC=C(C=C1)S(=O)(=O)OC(C#N)C1=CC(=CC=C1)C(C1=CC=CC=C1)=O)C (O-(p-toluenesulfonyl)-m-benzoylmandelonitrile). The solvent is CN(C)C=O (DMF). Yields the product CSC(C#N)C1=CC(=CC=C1)C(C1=CC=CC=C1)=O (alpha-(methylthio)(m-benzoylphenyl)acetonitrile). Isolated yield 80.0%. As a reaction SMILES: C1(C)C=CC(S(O[CH:11]([C:14]2[CH:19]=[CH:18][CH:17]=[C:16]([C:20](=[O:27])[C:21]3[CH:26]=[CH:25][CH:24]=[CH:23][CH:22]=3)[CH:15]=2)[C:12]#[N:13])(=O)=O)=CC=1.CO.[CH3:31][S-:32].[Na+].[Cl-].[NH4+]>CN(C=O)C>[CH3:31][S:32][CH:11]([C:14]1[CH:19]=[CH:18][CH:17]=[C:16]([C:20](=[O:27])[C:21]2[CH:22]=[CH:23][CH:24]=[CH:25][CH:26]=2)[CH:15]=1)[C:12]#[N:13] |f:2.3,4.5|. Reported procedure: 979 mg of O-(p-toluenesulfonyl)-m-benzoylmandelonitrile was dissolved in 2 ml of DMF, and the mixture was stirred in an argon atmosphere under ice cooling. Then, 1.08 ml of a 2.3 M methanol solution of sodium methanethiolate was added dropwise to the solution over 5 minutes, and the mixture was further stirred under ice cooling. An aqueous solution of ammonium chloride (0.2 g/30 ml) was added, and the mixture was extracted with methylene chloride. The extract was washed with 10 ml of water, drie... Reactants: BrBr, CC(=O)O, ClCCl, CCCCCC(=O)C(=O)OCC, O. Product: CCCCC(Br)C(=O)C(=O)OCC. RXN SMILES: [Br:13][Br:14].[C:19]([OH:20])(=[O:21])[CH3:22].[Cl:16][CH2:17][Cl:18].[O:1]=[C:2]([C:3](=[O:4])[O:5][CH2:6][CH3:7])[CH2:8][CH2:9][CH2:10][CH2:11][CH3:12].[OH2:15]>>[O:1]=[C:2]([C:3](=[O:4])[O:5][CH2:6][CH3:7])[CH:8]([CH2:9][CH2:10][CH2:11][CH3:12])[Br:13].